This data is from the Open Reaction Database (ORD), a public repository of structured organic reaction records. The task is: describe an organic reaction: reactants, conditions, products, and yield The reactants are S1C(=NC=2CCC=3C=CNC3C21)NC(=O)NCC (N-(5,8-dihydro-4H-[1,3]thiazolo[4,5-g]indol-2-yl)-N′-ethylurea), C(#N)C1=C(C(=O)C(=C(C1=O)Cl)Cl)C#N (DDQ). Solvent: C1(=CC=CC=C1)C (toluene). Conditions: temperature 45 celsius, time 4 hour. The product is C(C)NC(=O)NC=1SC2=C(CCC=3C=CN(C23)C)N1 (N-Ethyl-N′-(8-methyl-5,8-dihydro-4H-[1,3]thiazolo[4,5-g]indol-2-yl)urea). RXN SMILES: [S:1]1[C:12]2[C:11]3[NH:10][CH:9]=[CH:8][C:7]=3[CH2:6][CH2:5][C:4]=2[N:3]=[C:2]1[NH:13][C:14]([NH:16][CH2:17][CH3:18])=[O:15].[C:19](C1C(=O)C(Cl)=C(Cl)C(=O)C=1C#N)#N>C1(C)C=CC=CC=1>[CH2:17]([NH:16][C:14]([NH:13][C:2]1[S:1][C:12]2[C:11]3[N:10]([CH3:19])[CH:9]=[CH:8][C:7]=3[CH2:6][CH2:5][C:4]=2[N:3]=1)=[O:15])[CH3:18]. Procedure details: To a suspension of N-(5,8-dihydro-4H-[1,3]thiazolo[4,5-g]indol-2-yl)-N′-ethylurea in toluene is added DDQ (1.1 eq.). The reaction mixture is stirred at about 45° C. for about 4 hrs. The reaction mixture is pumped down and the crude material is purified by preparative HPLC. Reactants: C(C)(C)(C)OC(NC(CNC(=O)C=1C(=NN2C1C=C(C=C2O)C)C)(CCC)C)=O (rac-(1-{[(7-hydroxy-2,5-dimethylpyrazolo[1,5-a]pyridin-3-yl)carbonyl]amino}-2-methylpentan-2-yl)carbamic acid tert-butyl ester), ClCC1=C(C=CC(=C1F)OC)F (2-(chloromethyl)-1,3-difluoro-4-methoxybenzene), C([O-])([O-])=O.[Cs+].[Cs+] (caesium carbonate). Run in CN(C)C=O (DMF), ClCCl (dichloromethane). Conditions: time 72 hour. The product is C(C)(C)(C)OC(NC(CNC(=O)C=1C(=NN2C1C=C(C=C2OCC2=C(C(=CC=C2F)OC)F)C)C)(CCC)C)=O (rac-{1-[({7-[(2,6-Difluoro-3-methoxybenzyl)oxy]-2,5-dimethylpyrazolo[1,5-a]pyridin-3-yl}carbonyl)amino]-2-methylpentan-2-yl}carbamic Acid tert-butyl Ester). RXN SMILES: [C:1]([O:5][C:6](=[O:29])[NH:7][C:8]([CH3:28])([CH2:25][CH2:26][CH3:27])[CH2:9][NH:10][C:11]([C:13]1[C:14]([CH3:24])=[N:15][N:16]2[C:21]([OH:22])=[CH:20][C:19]([CH3:23])=[CH:18][C:17]=12)=[O:12])([CH3:4])([CH3:3])[CH3:2].Cl[CH2:31][C:32]1[C:37]([F:38])=[C:36]([O:39][CH3:40])[CH:35]=[CH:34][C:33]=1[F:41].C(=O)([O-])[O-].[Cs+].[Cs+]>CN(C=O)C.ClCCl>[C:1]([O:5][C:6](=[O:29])[NH:7][C:8]([CH3:28])([CH2:25][CH2:26][CH3:27])[CH2:9][NH:10][C:11]([C:13]1[C:14]([CH3:24])=[N:15][N:16]2[C:21]([O:22][CH2:31][C:32]3[C:33]([F:41])=[CH:34][CH:35]=[C:36]([O:39][CH3:40])[C:37]=3[F:38])=[CH:20][C:19]([CH3:23])=[CH:18][C:17]=12)=[O:12])([CH3:4])([CH3:3])[CH3:2] |f:2.3.4|. Procedure details: A solution of 80 mg (0.20 mmol) of rac-(1-{[(7-hydroxy-2,5-dimethylpyrazolo[1,5-a]pyridin-3-yl)carbonyl]amino}-2-methylpentan-2-yl)carbamic acid tert-butyl ester from Example 141A and 38 mg (0.20 mmol) of 2-(chloromethyl)-1,3-difluoro-4-methoxybenzene from Example 133A in 2 ml of DMF was admixed with 129 mg (0.396 mmol) of caesium carbonate. The resulting suspension was stirred at RT for 72 h. The reaction mixture was diluted with dichloromethane (15 ml) and extracted with saturated aqueous sodi... Starting materials: CC(COC1OCCCC1)(C)C1=NOC(=C1)NC(=O)[C@H]1N(C[C@@H](C1)OC(C)(C)C)C1=CC=C(C=C1)Cl ((2S,4R)-4-tert-Butoxy-1-(4-chloro-phenyl)-pyrrolidine-2-carboxylic acid {3-[1,1-dimethyl-2-(tetrahydro-pyran-2-yloxy)-ethyl]-isoxazol-5-yl}-amide), C1(=CC=C(C=C1)S(=O)(=O)[O-])C.[NH+]1=CC=CC=C1 (pyridinium p-toluenesulfonate). Run in C(C)O (ethanol). Product: OCC(C)(C)C1=NOC(=C1)NC(=O)[C@H]1N(C[C@@H](C1)OC(C)(C)C)C1=CC=C(C=C1)Cl ((2S,4R)-4-tert-Butoxy-1-(4-chloro-phenyl)-pyrrolidine-2-carboxylic acid [3-(2-hydroxy-1,1-dimethyl-ethyl)-isoxazol-5-yl]-amide). As a reaction SMILES: [CH3:1][C:2]([C:12]1[CH:16]=[C:15]([NH:17][C:18]([C@@H:20]2[CH2:24][C@@H:23]([O:25][C:26]([CH3:29])([CH3:28])[CH3:27])[CH2:22][N:21]2[C:30]2[CH:35]=[CH:34][C:33]([Cl:36])=[CH:32][CH:31]=2)=[O:19])[O:14][N:13]=1)([CH3:11])[CH2:3][O:4]C1CCCCO1.C1(C)C=CC(S([O-])(=O)=O)=CC=1.[NH+]1C=CC=CC=1>C(O)C>[OH:4][CH2:3][C:2]([C:12]1[CH:16]=[C:15]([NH:17][C:18]([C@@H:20]2[CH2:24][C@@H:23]([O:25][C:26]([CH3:29])([CH3:27])[CH3:28])[CH2:22][N:21]2[C:30]2[CH:31]=[CH:32][C:33]([Cl:36])=[CH:34][CH:35]=2)=[O:19])[O:14][N:13]=1)([CH3:1])[CH3:11] |f:1.2|. Procedure details: A solution of (2S,4R)-4-tert-Butoxy-1-(4-chloro-phenyl)-pyrrolidine-2-carboxylic acid {3-[1,1-dimethyl-2-(tetrahydro-pyran-2-yloxy)-ethyl]-isoxazol-5-yl}-amide (123 mg, 0.237 mmol) and pyridinium p-toluenesulfonate (20 mg, 0.047 mmol) in ethanol (2 mL) is heated at 55° C. for 42 hours. After this time, the reaction mixture is concentrated in vacuo. Purification by flash chromatography on silica gel using ethyl acetate/hexanes provides the title compound, m/z 436 [M+H+]. The reactants are [N+](=O)([O-])C=1C=C2C=CNC2=CC1 (5-nitro-1H-indole), [OH-].[K+] (potassium hydroxide), CI (methyl iodide). Run in CC(=O)C (acetone). The product is CN1C=CC2=CC(=CC=C12)[N+](=O)[O-] (1-methyl-5-nitro-1H-indole). Yield: 92.3%. Reaction SMILES: [N+:1]([C:4]1[CH:5]=[C:6]2[C:10](=[CH:11][CH:12]=1)[NH:9][CH:8]=[CH:7]2)([O-:3])=[O:2].[OH-].[K+].[CH3:15]I>CC(C)=O>[CH3:15][N:9]1[C:10]2[C:6](=[CH:5][C:4]([N+:1]([O-:3])=[O:2])=[CH:12][CH:11]=2)[CH:7]=[CH:8]1 |f:1.2|. Procedure details: To a solution of 5-nitro-1H-indole (2.0 g, 12.3 mmol) in acetone (20 ml), powdered potassium hydroxide (3.4 g, 60.7 mmol, 5 eq) was added followed by the addition methyl iodide (2.61 g, 18.5 mmol, 1.5 eq) at 0° C. The reaction mixture was heated to reflux for 10 hr. The solvent was evaporated and water was added. The compound was extracted with ethyl acetate, dried over anhydrous sodium sulphate, filtered and the organic layer was concentrated to dryness to yield 1-methyl-5-nitro-1H-indole (2.0 ... The reactants are O=C1CCC(=O)N1Br, C1CCOC1, CC(C)(CC1(C(F)(F)F)CO1)c1cccc2c1OCO2, CC#N. Yields the product CC(C)(CC1(C(F)(F)F)CO1)c1cc(Br)cc2c1OCO2. Reaction SMILES: [Br:21][N:22]1[C:23](=[O:24])[CH2:25][CH2:26][C:27]1=[O:28].[CH2:29]1[O:30][CH2:31][CH2:32][CH2:33]1.[CH3:1][C:2]([CH2:3][C:4]1([C:7]([F:8])([F:9])[F:10])[O:5][CH2:6]1)([CH3:11])[c:12]1[cH:13][cH:14][cH:15][c:16]2[c:20]1[O:19][CH2:18][O:17]2.[CH3:34][C:35]#[N:36]>>[CH3:1][C:2]([CH2:3][C:4]1([C:7]([F:8])([F:9])[F:10])[O:5][CH2:6]1)([CH3:11])[c:12]1[cH:13][c:14]([Br:21])[cH:15][c:16]2[c:20]1[O:19][CH2:18][O:17]2. Starting materials: Cc1ccc(N)c(C(=O)O)c1, N, C1CCOC1, O. The product is Cc1ccc(N)c(C(N)=O)c1. RXN SMILES: [NH2:1][c:2]1[c:3]([C:4](=[O:5])[OH:6])[cH:7][c:8]([CH3:11])[cH:9][cH:10]1.[NH3:17].[O:12]1[CH2:13][CH2:14][CH2:15][CH2:16]1.[OH2:18]>>[NH2:1][c:2]1[c:3]([C:4](=[O:5])[NH2:17])[cH:7][c:8]([CH3:11])[cH:9][cH:10]1. Reactants: NC1=C(SC=C1)C(=O)N (3-aminothiophene-2-carboxamide), ClC=1C=C2C(C(=O)OC2=O)=CC1Cl (4,5-dichlorophthalic anhydride). Solvent: C(C)(=O)O (acetic acid). Yields the product ClC=1C=C2C(N(C(C2=CC1Cl)=O)C1=C(SC=C1)C(=O)N)=O (3-(5,6-dichloro-1,3-dioxo-1,3-dihydro-2H-isoindole-2-yl)thiophene-2-carboxamide). As a reaction SMILES: [NH2:1][C:2]1[CH:6]=[CH:5][S:4][C:3]=1[C:7]([NH2:9])=[O:8].[Cl:10][C:11]1[CH:12]=[C:13]2[C:18](=O)[O:17][C:15](=[O:16])[C:14]2=[CH:20][C:21]=1[Cl:22]>C(O)(=O)C>[Cl:10][C:11]1[CH:12]=[C:13]2[C:14](=[CH:20][C:21]=1[Cl:22])[C:15](=[O:16])[N:1]([C:2]1[CH:6]=[CH:5][S:4][C:3]=1[C:7]([NH2:9])=[O:8])[C:18]2=[O:17]. Reported procedure: 3-aminothiophene-2-carboxamide was added to an acetic acid solution of 4,5-dichlorophthalic anhydride and stirred all night heated to reflux to give 3-(5,6-dichloro-1,3-dioxo-1,3-dihydro-2H-isoindole-2-yl)thiophene-2-carboxamide. 1M NaOH aq was added to THF-MeOH solution of the obtained 3-(5,6-dichloro-1,3-dioxo-1,3-dihydro-2H-isoindole-2-yl)thiophene-2-carboxamide and stirred for 2.5 hours at 80° C. to give 4,5-dichloro-2-(4-oxo-3,4-dihydrothieno[3,2-d]pyrimidine-2-yl)benzoic acid. Sulfuric aci...